From a dataset of the Open Reaction Database (ORD), a public repository of structured organic reaction records. describe an organic reaction: reactants, conditions, products, and yield Reactants: CS(=O)(=O)C (dimethyl sulfone), C(CCC)[Li] (n-butyllithium), C1(CCCC1)OC=1C=C(C=O)C=CC1OC (3-cyclopentyloxy-4-methoxybenzaldehyde), C[Si]([N-][Si](C)(C)C)(C)C.[Li+] (lithium hexamethyldisilazide), B(F)(F)F.CCOCC (boron trifluoride etherate). The solvent is O1CCCC1 (tetrahydrofuran), O1CCCC1 (tetrahydrofuran). Product: C1(CCCC1)OC=1C=C(C=CC1OC)C(CS(=O)(=O)C)N (1-(3-Cyclopentyloxy-4-methoxyphenyl)-2-methylsulfonylethylamine), solid. The yield is 38.0%. RXN SMILES: [CH3:1][S:2]([CH3:5])(=[O:4])=[O:3].C([Li])CCC.[CH:11]1([O:16][C:17]2[CH:18]=[C:19]([CH:22]=[CH:23][C:24]=2[O:25][CH3:26])[CH:20]=O)[CH2:15][CH2:14][CH2:13][CH2:12]1.C[Si](C)(C)[N-:29][Si](C)(C)C.[Li+].B(F)(F)F.CCOCC>O1CCCC1>[CH:11]1([O:16][C:17]2[CH:18]=[C:19]([CH:20]([NH2:29])[CH2:1][S:2]([CH3:5])(=[O:4])=[O:3])[CH:22]=[CH:23][C:24]=2[O:25][CH3:26])[CH2:15][CH2:14][CH2:13][CH2:12]1 |f:3.4,5.6|. Procedure details: 1-(3-Cyclopentyloxy-4-methoxyphenyl)-2-methylsulfonylethylamine was prepared by the procedure of Example 1 from dimethyl sulfone (23.14 g, 246.1 mmol) and n-butyllithium (100 mL, 2.5 M, 250 mmol) in tetrahydrofuran (700 mL), and 3-cyclopentyloxy-4-methoxybenzaldehyde (49.50 g, 224.7 mmol), lithium hexamethyldisilazide (246 mL, 1.0 M, 246 mmol) and boron trifluoride etherate (58 mL, 458 mmol) in tetrahydrofuran (200 mL). The product was obtained as a white solid (26.53 g, 38% yield): mp, 155.0-15... Starting materials: C(C1=CC=CC=C1)[C@@H](C(=O)OCC1=CC=CC=C1)CC=1N=CSC1 (Benzyl (2R)-2-Benzyl-3-thiazol-4-ylpropionate). Run in Br (HBr), C(C)(=O)O (acetic acid). Yields the product C(C1=CC=CC=C1)[C@@H](C(=O)O)CC=1N=CSC1 ((2R)-2-Benzyl-3-thiazol-4-ylpropionic Acid). The yield is 69.9%. RXN SMILES: [CH2:1]([C@H:8]([CH2:19][C:20]1[N:21]=[CH:22][S:23][CH:24]=1)[C:9]([O:11]CC1C=CC=CC=1)=[O:10])[C:2]1[CH:7]=[CH:6][CH:5]=[CH:4][CH:3]=1>Br.C(O)(=O)C>[CH2:1]([C@H:8]([CH2:19][C:20]1[N:21]=[CH:22][S:23][CH:24]=1)[C:9]([OH:11])=[O:10])[C:2]1[CH:3]=[CH:4][CH:5]=[CH:6][CH:7]=1. Procedure details: The resultant compound from Example 35 (364 mg) was stirred for 2 h in 30% HBr in acetic acid (5 ml). The solvent was evaporated and the residue was dissolved in 1M HCl and washed with ether. The aqueous phase was adjusted to pH 4 with solid NaHCO3 and extracted with chloroform which was dried over Na2SO4 and evaporated to afford 186.5 mg (70%) of an oil. 1H NMR (CDCl3) δ8.78 (d,1H), 7.15-7.35 (m,5H), 6.99 (d,1H), 3.00-3.30 (m,4H), 2.81 (dd,1H). Reactants: CCOC(=O)N1CCC(n2c(=O)[nH]c3cc(F)ccc32)CC1, Cl, [Na+], [Na+], [Na+], O=C([O-])[O-], [OH-]. The product is O=c1[nH]c2cc(F)ccc2n1C1CCNCC1. As a reaction SMILES: [CH2:1]([O:2][C:3](=[O:4])[N:6]1[CH2:7][CH2:8][CH:9]([n:12]2[c:13](=[O:22])[nH:14][c:15]3[c:16]2[cH:17][cH:18][c:19]([F:21])[cH:20]3)[CH2:10][CH2:11]1)[CH3:5].[ClH:25].[Na+:24].[Na+:26].[Na+:27].[O-:28][C:29](=[O:30])[O-:31].[OH-:23]>>[NH:6]1[CH2:7][CH2:8][CH:9]([n:12]2[c:13](=[O:22])[nH:14][c:15]3[c:16]2[cH:17][cH:18][c:19]([F:21])[cH:20]3)[CH2:10][CH2:11]1. The reactants are NC=CCCN (1,4-diaminobutene), N1(CCCCC1)C1=NC=NC2=CC=C(C=C12)S(=O)(=O)Cl (4-piperidino-6-quinazolinesulfonyl chloride). The solvent is C(Cl)(Cl)Cl (chloroform), C(Cl)(Cl)Cl (chloroform), C(Cl)(Cl)Cl (chloroform). Run at time 2 hour. Yields the product NCCCCNS(=O)(=O)C=1C=C2C(=NC=NC2=CC1)N1CCCCC1 (N-(4-aminobutyl)-4-piperidino-6-quinazolinesulfonamide). Yield: 77.5%. RXN SMILES: [NH2:1][CH:2]=[CH:3][CH2:4][CH2:5][NH2:6].[N:7]1([C:13]2[C:22]3[C:17](=[CH:18][CH:19]=[C:20]([S:23](Cl)(=[O:25])=[O:24])[CH:21]=3)[N:16]=[CH:15][N:14]=2)[CH2:12][CH2:11][CH2:10][CH2:9][CH2:8]1>C(Cl)(Cl)Cl>[NH2:1][CH2:2][CH2:3][CH2:4][CH2:5][NH:6][S:23]([C:20]1[CH:21]=[C:22]2[C:17](=[CH:18][CH:19]=1)[N:16]=[CH:15][N:14]=[C:13]2[N:7]1[CH2:12][CH2:11][CH2:10][CH2:9][CH2:8]1)(=[O:25])=[O:24]. Procedure details: In 100 ml of chloroform was dissolved 4.4 g of 1,4-diaminobutene, and to the solution was added dropwise 50 ml of a chloroform solution containing 3.1 g of 4-piperidino-6-quinazolinesulfonyl chloride under cooling with ice. After the dropwise addition of the chloroform solution, the mixed solution was stirred at a temperature of 20° C. to 25° C. for two hours, and the reaction solution was extracted with a 10% aqueous hydrochloric acid solution. The chloroform layer was washed with water and dri...